This data is from the Open Reaction Database (ORD), a public repository of structured organic reaction records. The task is: describe an organic reaction: reactants, conditions, products, and yield The reactants are C(=O)(O)C=1OC2=CC=CC(=C2C(C1)=O)OCC(COC1=CC=C(C=C1)OC)O (1-(2-carboxychromon-5-yloxy)-2-hydroxy-3-p-methoxy-phenoxypropane), C(C)O (ethyl alcohol). The reagents and catalysts are S(O)(O)(=O)=O (sulphuric acid). The product is C(=O)(OCC)C=1OC2=CC=CC(=C2C(C1)=O)OCC(COC1=CC=C(C=C1)OC)O (1-(2-carbethoxychromon-5-yloxy)-2-hydroxy-3-p-methoxyphenoxypropane). RXN SMILES: [C:1]([C:4]1[O:5][C:6]2[C:11]([C:12](=[O:14])[CH:13]=1)=[C:10]([O:15][CH2:16][CH:17]([OH:28])[CH2:18][O:19][C:20]1[CH:25]=[CH:24][C:23]([O:26][CH3:27])=[CH:22][CH:21]=1)[CH:9]=[CH:8][CH:7]=2)([OH:3])=[O:2].[CH2:29](O)[CH3:30]>S(=O)(=O)(O)O>[C:1]([C:4]1[O:5][C:6]2[C:11]([C:12](=[O:14])[CH:13]=1)=[C:10]([O:15][CH2:16][CH:17]([OH:28])[CH2:18][O:19][C:20]1[CH:21]=[CH:22][C:23]([O:26][CH3:27])=[CH:24][CH:25]=1)[CH:9]=[CH:8][CH:7]=2)([O:3][CH2:29][CH3:30])=[O:2]. Reported procedure: A mixture of 1-(2-carboxychromon-5-yloxy)-2-hydroxy-3-p-methoxy-phenoxypropane (10.0 g), ethyl alcohol (5 ml) benzene (100 ml) and concentrated sulphuric acid (5 drops) was heated under a Dean and Stark phase separator for 20 hours. The cooled solution was washed with saturated sodium bicarbonate solution and then with water. Removal of the benzene under reduced pressure afforded a solid which was recrystallized from aqueous dioxane to give 1-(2-carbethoxychromon-5-yloxy)-2-hydroxy-3-p-methoxyph... The reactants are CC1(C)C2CCC1(CS(=O)(=O)O)C(=O)C2, CC(C)O, C#CCNC(=O)c1cccc(F)c1Nc1nc(Cl)ncc1Cl, CCN1CC(O)(CO)COc2ccc(N)cc21. Product: C#CCNC(=O)c1cccc(F)c1Nc1nc(Nc2ccc3c(c2)N(CC)CC(O)(CO)CO3)ncc1Cl. As a reaction SMILES: [C:1]12([CH2:2][S:3]([OH:4])(=[O:5])=[O:6])[C:7]([CH3:8])([CH3:9])[CH:10]([CH2:11][CH2:12]1)[CH2:13][C:14]2=[O:15].[CH:55]([OH:56])([CH3:57])[CH3:58].[Cl:16][c:17]1[n:18][cH:19][c:20]([Cl:37])[c:21]([NH:23][c:24]2[c:25]([C:26](=[O:27])[NH:28][CH2:29][C:30]#[CH:31])[cH:32][cH:33][cH:34][c:35]2[F:36])[n:22]1.[NH2:38][c:39]1[cH:40][cH:41][c:42]2[c:43]([cH:54]1)[N:44]([CH2:52][CH3:53])[CH2:45][C:46]([OH:49])([CH2:50][OH:51])[CH2:47][O:48]2>>[c:17]1([NH:38][c:39]2[cH:40][cH:41][c:42]3[c:43]([cH:54]2)[N:44]([CH2:52][CH3:53])[CH2:45][C:46]([OH:49])([CH2:50][OH:51])[CH2:47][O:48]3)[n:18][cH:19][c:20]([Cl:37])[c:21]([NH:23][c:24]2[c:25]([C:26](=[O:27])[NH:28][CH2:29][C:30]#[CH:31])[cH:32][cH:33][cH:34][c:35]2[F:36])[n:22]1. Starting materials: N1=CNC2=C1C=CC(=C2)C(=O)N2C1CC3=C(C(CC2)C1(C)C)C=CC=C3OC ((3H-benzoimidazol-5-yl)-(10-methoxy-11,11-dimethyl-1,2,5,6-tetrahydro-4H-2,6-methano-benzo[d]azocin-3-yl)-methanone). Run in Br (hydrobromic acid). Product: N1=CNC2=C1C=CC(=C2)C(=O)N2C1CC3=C(C(CC2)C1(C)C)C=CC=C3O ((3H-Benzoimidazol-5-yl)-(10-hydroxy-11,11-dimethyl-1,2,5,6-tetrahydro-4H-2,6-methano-benzo[d]azocin-3-yl)-methanone). Reaction SMILES: [N:1]1[C:5]2[CH:6]=[CH:7][C:8]([C:10]([N:12]3[CH2:19][CH2:18][CH:17]4[C:20]([CH3:22])([CH3:21])[CH:13]3[CH2:14][C:15]3[C:26]([O:27]C)=[CH:25][CH:24]=[CH:23][C:16]=34)=[O:11])=[CH:9][C:4]=2[NH:3][CH:2]=1>Br>[N:1]1[C:5]2[CH:6]=[CH:7][C:8]([C:10]([N:12]3[CH2:19][CH2:18][CH:17]4[C:20]([CH3:22])([CH3:21])[CH:13]3[CH2:14][C:15]3[C:26]([OH:27])=[CH:25][CH:24]=[CH:23][C:16]=34)=[O:11])=[CH:9][C:4]=2[NH:3][CH:2]=1. Procedure: A solution of (3H-benzoimidazol-5-yl)-(10-methoxy-11,11-dimethyl-1,2,5,6-tetrahydro-4H-2,6-methano-benzo[d]azocin-3-yl)-methanone (0.10 g) in hydrobromic acid (2 mL, 48% in water) is stirred at 80° C. for 24 h. After cooling to ambient temperature, the solution is concentrated under reduced pressure and the residue is purified by HPLC on reversed phase (MeCN/H2O/NH3).